This data is from the Open Reaction Database (ORD), a public repository of structured organic reaction records. The task is: describe an organic reaction: reactants, conditions, products, and yield Reactants: O1C(CCCC1)OC(CC#N)CCCCC (3-(tetrahydro-2H-pyran-2-yloxy)caprylonitrile), [Li] (lithium), O (water), [OH-].[Na+] (sodium hydroxide). The solvent is CCOCC (ether), CCOCC (ether). Run at temperature 25 celsius. The product is NCCC(CCCCC)OC1OCCCC1 (1-Amino-3-(tetrahydro-2H-pyran-2-yloxy)octane). Yield: 95.7%. Reaction SMILES: [O:1]1[CH2:6][CH2:5][CH2:4][CH2:3][CH:2]1[O:7][CH:8]([CH2:12][CH2:13][CH2:14][CH2:15][CH3:16])[CH2:9][C:10]#[N:11].[Li].O.[OH-].[Na+]>CCOCC>[NH2:11][CH2:10][CH2:9][CH:8]([O:7][CH:2]1[CH2:3][CH2:4][CH2:5][CH2:6][O:1]1)[CH2:12][CH2:13][CH2:14][CH2:15][CH3:16] |f:3.4,^1:16|. Reported procedure: A solution of 3-(tetrahydro-2H-pyran-2-yloxy)caprylonitrile (4.05 g., 18 millimole) in dry ether (10 ml.) is added dropwise to a stirred suspension of lithium aluminumhydride (0.76 g., 20 millimole) in dry ether (90 ml.) maintained under a nitrogen atmosphere. Upon completing the addition, the reaction mixture is stirred and heated at reflux for 16 hours. After cooling to 25° C., the reaction mixture is treated successively with water (1 ml.) and 5% aqueous sodium hydroxide (3 ml.) added dropwis...